From a dataset of the Open Reaction Database (ORD), a public repository of structured organic reaction records. describe an organic reaction: reactants, conditions, products, and yield Reactants: CO, COC(=O)Cc1cc(Cl)ccc1OCc1ccc(OCc2nc(-c3ccccc3)oc2C)cc1, Cl, [Na+], C1CCOC1, [OH-], O. The product is Cc1oc(-c2ccccc2)nc1COc1ccc(COc2ccc(Cl)cc2CC(=O)O)cc1. Reaction SMILES: [CH3:44][OH:45].[Cl:1][c:2]1[cH:3][cH:4][c:5]([O:13][CH2:14][c:15]2[cH:16][cH:17][c:18]([O:21][CH2:22][c:23]3[n:24][c:25](-[c:29]4[cH:30][cH:31][cH:32][cH:33][cH:34]4)[o:26][c:27]3[CH3:28])[cH:19][cH:20]2)[c:6]([CH2:8][C:9](=[O:10])[O:11][CH3:12])[cH:7]1.[ClH:42].[Na+:41].[O:35]1[CH2:36][CH2:37][CH2:38][CH2:39]1.[OH-:40].[OH2:43]>>[Cl:1][c:2]1[cH:3][cH:4][c:5]([O:13][CH2:14][c:15]2[cH:16][cH:17][c:18]([O:21][CH2:22][c:23]3[n:24][c:25](-[c:29]4[cH:30][cH:31][cH:32][cH:33][cH:34]4)[o:26][c:27]3[CH3:28])[cH:19][cH:20]2)[c:6]([CH2:8][C:9](=[O:10])[OH:11])[cH:7]1. Starting materials: CC(C)(C)OC(=O)NCc1ccc([N+](=O)[O-])c(C(=O)O)c1, C, CO, [Pd]. Yields the product CC(C)(C)OC(=O)NCc1ccc(N)c(C(=O)O)c1. RXN SMILES: [C:1]([CH3:2])([CH3:3])([CH3:4])[O:5][C:6](=[O:7])[NH:8][CH2:9][c:10]1[cH:11][cH:12][c:13]([N+:19]([O-:20])=[O:21])[c:14]([C:15](=[O:16])[OH:17])[cH:18]1.[C:24].[CH3:22][OH:23].[Pd:25]>>[C:1]([CH3:2])([CH3:3])([CH3:4])[O:5][C:6](=[O:7])[NH:8][CH2:9][c:10]1[cH:11][cH:12][c:13]([NH2:19])[c:14]([C:15](=[O:16])[OH:17])[cH:18]1.